Dataset: the Open Reaction Database (ORD), a public repository of structured organic reaction records. Task: describe an organic reaction: reactants, conditions, products, and yield Starting materials: CC(C)([O-])C.[K+] (potassium tert-butoxide), ClC=1C(=C(C=CC1C#N)NC(=O)N1[C@@]([C@H](CC1)O[Si](C)(C)C(C)(C)C)(C)CO)C ((2S,3S)-3-(tert-Butyldimethylsilanyloxy)-2-hydroxymethyl-2-methylpyrrolidine-1-carboxylic acid (3-chloro-4-cyano-2-methyl-phenyl)-amide), solution, CC(C)([O-])C.[K+] (potassium tert-butoxide), CC(C)([O-])C.[K+] (potassium tert-butoxide), C1(=CC=C(C=C1)S(=O)(=O)Cl)C (p-toluenesulfonyl chloride), C1(=CC=C(C=C1)S(=O)(=O)Cl)C (p-toluenesulfonyl chloride). Solvent: C1CCOC1 (THF), C1CCOC1 (THF), C1CCOC1 (THF), O (water), CCOC(=O)C (EtOAc). Reaction conditions: time 10 minute. Product: [Si](C)(C)(C(C)(C)C)O[C@H]1CCN2/C(/OC[C@]21C)=N/C2=C(C(=C(C#N)C=C2)Cl)C (Z-4-[(7S,7aS)-7-(-(tert-Butyldimethylsilanyloxy)-)-7a-methyl-tetrahydro-pyrrolo[1,2-c]oxazol-3-ylideneamino]-2-chloro-3-methyl-benzonitrile), ClC1=C(C#N)C=CC(=C1C)N1C(N2[C@@](C1)([C@H](CC2)O)C)=O ((7S,7aS)-2-chloro-4-(7-hydroxy-7a-methyl-3-oxo-hexahydropyrrolo[1,2-c]imidazol-2-yl)-3-methylbenzonitrile). RXN SMILES: [Cl:1][C:2]1[C:3]([CH3:29])=[C:4]([NH:10][C:11]([N:13]2[CH2:17][CH2:16][C@H:15]([O:18][Si:19]([C:22]([CH3:25])([CH3:24])[CH3:23])([CH3:21])[CH3:20])[C@@:14]2([CH2:27]O)[CH3:26])=[O:12])[CH:5]=[CH:6][C:7]=1[C:8]#[N:9].CC(C)([O-])C.[K+].C1(C)C=CC(S(Cl)(=O)=O)=CC=1>C1COCC1.O.CCOC(C)=O>[Si:19]([O:18][C@@H:15]1[C@@:14]2([CH3:26])[N:13](/[C:11](=[N:10]/[C:4]3[CH:5]=[CH:6][C:7]([C:8]#[N:9])=[C:2]([Cl:1])[C:3]=3[CH3:29])/[O:12][CH2:27]2)[CH2:17][CH2:16]1)([C:22]([CH3:23])([CH3:25])[CH3:24])([CH3:20])[CH3:21].[Cl:1][C:2]1[C:3]([CH3:29])=[C:4]([N:10]2[CH2:26][C@@:14]3([CH3:27])[C@@H:15]([OH:18])[CH2:16][CH2:17][N:13]3[C:11]2=[O:12])[CH:5]=[CH:6][C:7]=1[C:8]#[N:9] |f:1.2|. Procedure: To a solution of (2S,3S)-3-(tert-butyldimethylsilanyloxy)-2-hydroxymethyl-2-methylpyrrolidine-1-carboxylic acid (3-chloro-4-cyano-2-methyl-phenyl)-amide (3D) (140 mg, 0.320 mmol) in THF (3 mL) at 0° C. was added a 1 M solution of potassium tert-butoxide in THF (1.12 mL, 1.12 mmol) followed by a solution of p-toluenesulfonyl chloride (152 mg, 0.800 mmol) in THF (1 mL). After 10 min, additional potassium tert-butoxide (200 μL) and p-toluenesulfonyl chloride (5 mg) were added. After another 10 min,... Starting materials: FC=1C=C(C=CC1C=1C=NC(=CC1)C1=NO[C@@H](C1)CO)N1C(O[C@H](C1)CN1N=NC=C1)=O ((5R)-3-(3-Fluoro-4-{6-[(5S)-5-(hydroxymethyl)-4,5-dihydroisoxazol-3-yl]pyridin-3-yl}phenyl)-5-(1H-1,2,3-triazol-1-ylmethyl)-1,3-oxazolidin-2-one), Cl.C(C1=CN=CC=C1)(=O)Cl (nicotinoylchloride hydrochloride), CN(C=O)C (dimethylformamide). The reagents and catalysts are CN(C1=CC=NC=C1)C (4-(dimethylamino)pyridine). Run in N1=CC=CC=C1 (pyridine). Conditions: time 16 hour. The product is C(C1=CN=CC=C1)(=O)OC[C@@H]1CC(=NO1)C1=NC=C(C=C1)C1=C(C=C(C=C1)N1C(O[C@H](C1)CN1N=NC=C1)=O)F ([(5S)-3-(5-{2-Fluoro-4-[(5R)-2-oxo-5-(1H-1,2,3-triazol-1-ylmethyl)-1,3-oxazolidin-3-yl]phenyl}pyridin-2-yl)-4,5-dihydroisoxazol-5-yl]methyl nicotinate). Yield: 48.4%. Reaction SMILES: [F:1][C:2]1[CH:3]=[C:4]([N:21]2[CH2:25][C@H:24]([CH2:26][N:27]3[CH:31]=[CH:30][N:29]=[N:28]3)[O:23][C:22]2=[O:32])[CH:5]=[CH:6][C:7]=1[C:8]1[CH:9]=[N:10][C:11]([C:14]2[CH2:18][C@@H:17]([CH2:19][OH:20])[O:16][N:15]=2)=[CH:12][CH:13]=1.Cl.[C:34](Cl)(=[O:41])[C:35]1[CH:40]=[CH:39][CH:38]=[N:37][CH:36]=1.CN(C)C=O>CN(C)C1C=CN=CC=1.N1C=CC=CC=1>[C:34]([O:20][CH2:19][C@H:17]1[O:16][N:15]=[C:14]([C:11]2[CH:12]=[CH:13][C:8]([C:7]3[CH:6]=[CH:5][C:4]([N:21]4[CH2:25][C@H:24]([CH2:26][N:27]5[CH:31]=[CH:30][N:29]=[N:28]5)[O:23][C:22]4=[O:32])=[CH:3][C:2]=3[F:1])=[CH:9][N:10]=2)[CH2:18]1)(=[O:41])[C:35]1[CH:40]=[CH:39][CH:38]=[N:37][CH:36]=1 |f:1.2|. Reported procedure: (5R)-3-(3-Fluoro {6-[(5S)-5-(hydroxymethyl)-4,5,-dihydroisoxazol-3-yl]pyridin-3-yl}phenyl)-4-(1H-1,2,3-triazol-1-ylmethyl)-1,3-oxazolidin-2-one (Example 1, 200 mg, 0.46 mM), nicotinoylchloride hydrochloride (175 mg, 0.98 mM), 4-(dimethylamino)pyridine (DMAP, 20 mg, 0.17 mM) were placed in a flask. Anhydrous dimethylformamide (2 mL) and anhydrous pyridine (2 mL) were added and the suspension was stirred for 16 hours during which it became a clear solution. 500 mg silicagel was added and the solve... The reactants are FC1=C(C(=C(C=2C(C3=CC=CC=C3C(C12)=O)=O)F)F)F (1,2,3,4-Tetrafluoroanthraquinone), C(#N)C1=CC=C(N)C=C1 (p-cyanoaniline), C(#N)C1=CC=C(N)C=C1 (p-cyanoaniline). Conditions: time 3 hour. The product is C(#N)C1=CC=C(NC2=C(C=3C(C4=CC=CC=C4C(C3C(=C2NC2=CC=C(C=C2)C#N)F)=O)=O)F)C=C1 (2,3-bis(p-cyanoanilino)-1,4-difluoroanthraquinone). RXN SMILES: [F:1][C:2]1[C:15]2[C:14](=[O:16])[C:13]3[C:8](=[CH:9][CH:10]=[CH:11][CH:12]=3)[C:7](=[O:17])[C:6]=2[C:5]([F:18])=[C:4](F)[C:3]=1F.[C:21]([C:23]1[CH:29]=[CH:28][C:26]([NH2:27])=[CH:25][CH:24]=1)#[N:22]>>[C:21]([C:23]1[CH:29]=[CH:28][C:26]([NH:27][C:4]2[C:3]([NH:27][C:26]3[CH:28]=[CH:29][C:23]([C:21]#[N:22])=[CH:24][CH:25]=3)=[C:2]([F:1])[C:15]3[C:14](=[O:16])[C:13]4[C:8](=[CH:9][CH:10]=[CH:11][CH:12]=4)[C:7](=[O:17])[C:6]=3[C:5]=2[F:18])=[CH:25][CH:24]=1)#[N:22]. Procedure: 1,2,3,4-Tetrafluoroanthraquinone and 25 g of p-cyanoaniline were charged in a 50 cc, four necked flask and then the reaction was carried out at 150° C. for about 3 hours. After completion of reaction, p-cyanoaniline was distilled out from the reaction solution and then a column purification using a column with a silica gel was effected to give rise to 2.46 g of 2,3-bis(p-cyanoanilino)-1,4-difluoroanthraquinone (Dye 18') (yield 72,3 mol %). The physical properties of Dye 18' and analytical values... The reactants are C(C)(C)(C)OC(=O)N1CC(C1)([C@H](C)C=1C=C2N3[C@@H](C(NN=C3COC2=CC1C(F)(F)F)=O)C)C (3-methyl-3-[(R)-1-((R)-4-methyl-3-oxo-7-trifluoromethyl-2,3,4,10-tetrahydro-9-oxa-1,2,4a-triaza-phenanthren-6-yl)-ethyl]-azetidine-1-carboxylic acid tert-butyl ester), C(=O)(C(F)(F)F)O (TFA). Run in C(Cl)Cl (DCM). Conditions: time 1.5 hour. Product: FC(C(=O)O)(F)F.C[C@@H]1C(NN=C2COC3=CC(=C(C=C3N12)[C@@H](C)C1(CNC1)C)C(F)(F)F)=O ((R)-4-methyl-6-[(R)-1-(3-methyl-azetidin-3-yl)-ethyl]-7-trifluoromethyl-2,10-dihydro-9-oxa-1,2,4a-triaza-phenanthren-3-one trifluoroacetic acid). Yield: 94.0%. RXN SMILES: C(OC([N:8]1[CH2:11][C:10]([CH3:34])([C@@H:12]([C:14]2[CH:15]=[C:16]3[C:25](=[CH:26][C:27]=2[C:28]([F:31])([F:30])[F:29])[O:24][CH2:23][C:22]2[N:17]3[C@H:18]([CH3:33])[C:19](=[O:32])[NH:20][N:21]=2)[CH3:13])[CH2:9]1)=O)(C)(C)C.[C:35]([OH:41])([C:37]([F:40])([F:39])[F:38])=[O:36]>C(Cl)Cl>[F:38][C:37]([F:40])([F:39])[C:35]([OH:41])=[O:36].[CH3:33][C@H:18]1[N:17]2[C:22]([CH2:23][O:24][C:25]3[C:16]2=[CH:15][C:14]([C@H:12]([C:10]2([CH3:34])[CH2:9][NH:8][CH2:11]2)[CH3:13])=[C:27]([C:28]([F:29])([F:31])[F:30])[CH:26]=3)=[N:21][NH:20][C:19]1=[O:32] |f:3.4|. Procedure details: To a solution of 3-methyl-3-[(R)-1-((R)-4-methyl-3-oxo-7-trifluoromethyl-2,3,4,10-tetrahydro-9-oxa-1,2,4a-triaza-phenanthren-6-yl)-ethyl]-azetidine-1-carboxylic acid tert-butyl ester (diastereomer 1, 0.062 g, 0.128 mmol) in DCM (4 mL) was added TFA (1 mL) and the reaction mixture was stirred at ambient temperature for 1.5 h. The solvent was removed in vacuo to give (R)-4-methyl-6-[(R)-1-(3-methyl-azetidin-3-yl)-ethyl]-7-trifluoromethyl-2,10-dihydro-9-oxa-1,2,4a-triaza-phenanthren-3-one trifluoro... Reactants: FC1=CC=C(C=C1)C(C1CCNCC1)C1=CC=C(C=C1)F (4-[bis(4-fluorophenyl)methyl]piperidine), ClCCCOC1=CC=C(C=C1)F (4-(3-chloropropoxy)-1-fluorobenzene). The yield is 53.0%. Product: FC1=CC=C(C=C1)C(C1CCN(CC1)CCCOC1=CC=C(C=C1)F)C1=CC=C(C=C1)F (4-[Bis(4-fluorophenyl)methyl]-1-[3-(4-fluorophenoxy)propyl]piperidine). Reported procedure: Following the combined procedures of Examples 14 and 16, 4-[bis(4-fluorophenyl)methyl]piperidine and 4-(3-chloropropoxy)-1-fluorobenzene were reacted and worked up by chromatography in Example 16, to give the free base in 53% yield as a yellow oil after drying in vacuo at 80° C. overnight. RXN SMILES: [F:1][C:2]1[CH:7]=[CH:6][C:5]([CH:8]([C:15]2[CH:20]=[CH:19][C:18]([F:21])=[CH:17][CH:16]=2)[CH:9]2[CH2:14][CH2:13][NH:12][CH2:11][CH2:10]2)=[CH:4][CH:3]=1.Cl[CH2:23][CH2:24][CH2:25][O:26][C:27]1[CH:32]=[CH:31][C:30]([F:33])=[CH:29][CH:28]=1>>[F:21][C:18]1[CH:17]=[CH:16][C:15]([CH:8]([C:5]2[CH:6]=[CH:7][C:2]([F:1])=[CH:3][CH:4]=2)[CH:9]2[CH2:14][CH2:13][N:12]([CH2:23][CH2:24][CH2:25][O:26][C:27]3[CH:28]=[CH:29][C:30]([F:33])=[CH:31][CH:32]=3)[CH2:11][CH2:10]2)=[CH:20][CH:19]=1. The reactants are O1CCCC1 (tetrahydrofuran), C(C)(C)(C)C1=CC=C(OCC(=O)O)C=C1 ((4-tert-butylphenoxy)acetic acid), Cl.N[C@H](C)C1=CC(=C(C=C1)NS(=O)(=O)C)C (N-{4-[(1R)-1-aminoethyl]-2-methylphenyl}methanesulfonamide hydrochloride). The solvent is C(C)N(CC)CC (triethylamine). Reaction conditions: time 1 hour. Yields the product C(C)(C)(C)C1=CC=C(OCC(=O)N[C@H](C)C2=CC(=C(C=C2)NS(=O)(=O)C)C)C=C1 (2-(4-tert-Butylphenoxy)-N-((1R)-1-{3-methyl-4-[(methylsulfonyl)amino]phenyl}ethyl)acetamide). Isolated yield 30.7%. Reaction SMILES: O1CCCC1.[C:6]([C:10]1[CH:20]=[CH:19][C:13]([O:14][CH2:15][C:16]([OH:18])=O)=[CH:12][CH:11]=1)([CH3:9])([CH3:8])[CH3:7].Cl.[NH2:22][C@@H:23]([C:25]1[CH:30]=[CH:29][C:28]([NH:31][S:32]([CH3:35])(=[O:34])=[O:33])=[C:27]([CH3:36])[CH:26]=1)[CH3:24]>C(N(CC)CC)C>[C:6]([C:10]1[CH:11]=[CH:12][C:13]([O:14][CH2:15][C:16]([NH:22][C@@H:23]([C:25]2[CH:30]=[CH:29][C:28]([NH:31][S:32]([CH3:35])(=[O:34])=[O:33])=[C:27]([CH3:36])[CH:26]=2)[CH3:24])=[O:18])=[CH:19][CH:20]=1)([CH3:7])([CH3:8])[CH3:9] |f:2.3|. Reported procedure: To a tetrahydrofuran (THF) (2.0 ml) solution of (4-tert-butylphenoxy)acetic acid (140 mg, 0.7 mmol) 1,1′-dicarbonyldiimidazole (110 mg, 0.7 mmol) was added and the mixture was stirred for 1 hour at ambient temperature. N-{4-[(1R)-1-aminoethyl]-2-methylphenyl}methanesulfonamide hydrochloride (180 mg, 0.7 mmol) and triethylamine (0.5 ml) were added to the mixture. After being stirred for 1 hour at ambient temperature, white precipitate appeared. It was filtered and the solvent was removed under re...